This data is from the Open Reaction Database (ORD), a public repository of structured organic reaction records. The task is: describe an organic reaction: reactants, conditions, products, and yield Yields the product CC(C)(C)C1(C(F)n2cncn2)CO1. Starting materials: C[S+](C)(C)=O, CS(C)=O, CC(C)(C)C(=O)C(F)n1cncn1, [I-], [K], C1CCOC1, O. As a reaction SMILES: [CH3:16][S+:17]([CH3:18])([CH3:19])=[O:20].[CH3:27][S:28](=[O:29])[CH3:30].[F:1][CH:2]([C:3]([C:4]([CH3:5])([CH3:6])[CH3:7])=[O:8])[n:9]1[n:10][cH:11][n:12][cH:13]1.[I-:15].[K:14].[O:21]1[CH2:22][CH2:23][CH2:24][CH2:25]1.[OH2:26]>>[F:1][CH:2]([C:3]1([C:4]([CH3:5])([CH3:6])[CH3:7])[O:8][CH2:16]1)[n:9]1[n:10][cH:11][n:12][cH:13]1. Reactants: NC1=C(C(=O)O)C=C(C=C1)Br (2-amino-5-bromobenzoic acid), ClCC(=O)O (chloroacetic acid), CCOCC (ether), Cl (hydrochloric acid). Run in C(=O)([O-])[O-].[Na+].[Na+] (Na2CO3), C(=O)([O-])[O-].[Na+].[Na+] (Na2CO3). Run at temperature 80 celsius, time 20 hour. Product: C(=O)(O)CNC1=C(C(=O)O)C=C(C=C1)Br (2-(N-carboxymethylamino)-5-bromobenzoic acid). Yield: 60.0%. As a reaction SMILES: [NH2:1][C:2]1[CH:10]=[CH:9][C:8]([Br:11])=[CH:7][C:3]=1[C:4]([OH:6])=[O:5].Cl[CH2:13][C:14]([OH:16])=[O:15].CCOCC.Cl>C([O-])([O-])=O.[Na+].[Na+]>[C:14]([CH2:13][NH:1][C:2]1[CH:10]=[CH:9][C:8]([Br:11])=[CH:7][C:3]=1[C:4]([OH:6])=[O:5])([OH:16])=[O:15] |f:4.5.6|. Reported procedure: To a solution of 2-amino-5-bromobenzoic acid (2 g, 9 mmol) in 15 ml of 2 N Na2CO3, a solution of chloroacetic acid (0.69 g, 7.3 mmol) in 7.5 ml of 2 N Na2CO3 was slowly added dropwise. Then, after stirred for 20 hours at 80° C., the reaction mixture was cooled down to room temperature. 50 ml of ether and 8 ml of 2 N hydrochloric acid were added to the mixture. The organic phase was separated, and dried with MgSO4. After evaporation, a light brown solid was obtained. The solid was purified by sil... Starting materials: COCC1NCCC2=C(C=CC=C12)C (1-(methoxymethyl)-5-methyl-1,2,3,4-tetrahydroisoquinoline), CC1=CC=C(C=C1)S(=O)O[C@H]1[C@@H](CC[C@H](C1)C)C(C)C ((1R,2S,5R)-2-isopropyl-5-methylcyclohexyl 4-methylbenzenesulfinate), P(=O)([O-])([O-])O.[Na+].[Na+] (disodium phosphate), C(CCC)[Li] (n-butyllithium). Solvent: C1CCOC1 (THF), C1CCOC1 (THF), CCCCCC (hexane). Run at time 30 minute. Yields the product COC[C@@H]1N(CCC2=C(C=CC=C12)C)[S@](=O)C1=CC=C(C=C1)C ((1R)-1-(methoxymethy)-5-methyl-2-[(R)-(4-methylphenyl)sulfinyl]-1,2,3,4-tetrahydroisoquinoline). Isolated yield 56.8%. As a reaction SMILES: C([Li])CCC.[CH3:6][O:7][CH2:8][CH:9]1[C:18]2[C:13](=[C:14]([CH3:19])[CH:15]=[CH:16][CH:17]=2)[CH2:12][CH2:11][NH:10]1.[CH3:20][C:21]1[CH:26]=[CH:25][C:24]([S:27](O[C@@H]2C[C@H](C)CC[C@H]2C(C)C)=[O:28])=[CH:23][CH:22]=1.P(O)([O-])([O-])=O.[Na+].[Na+]>CCCCCC.C1COCC1>[CH3:6][O:7][CH2:8][C@H:9]1[C:18]2[C:13](=[C:14]([CH3:19])[CH:15]=[CH:16][CH:17]=2)[CH2:12][CH2:11][N:10]1[S@@:27]([C:24]1[CH:25]=[CH:26][C:21]([CH3:20])=[CH:22][CH:23]=1)=[O:28] |f:3.4.5|. Reported procedure: A solution of 1.55 M n-butyllithium in hexane (10.94 mL) was added with stirring to a solution of 1-(methoxymethyl)-5-methyl-1,2,3,4-tetrahydroisoquinoline (3.07 g) in THF (60 mL) under an argon atmosphere, over about 8 minutes, at −70° C. or below, followed by further stirring for 30 minutes. To the reaction mixture was added with stirring a solution of (1R,2S,5R)-2-isopropyl-5-methylcyclohexyl 4-methylbenzenesulfinate (3.375 g) in THF (25 ml) over 5 minutes at −70° C. or below, followed by fur... RXN SMILES: [C:1]([CH3:2])([CH3:3])([CH3:4])[O:5][C:6]([NH:7][CH2:8][CH2:9][CH2:10][N:11]([CH:12]([CH2:13][CH3:14])[c:15]1[n:16][n:17]2[c:18]([c:19](=[O:21])[nH:20]1)[cH:22][cH:23][cH:24]2)[C:25]([c:26]1[cH:27][cH:28][c:29]([CH3:32])[cH:30][cH:31]1)=[O:33])=[O:34].[C:35](=[O:36])([O-:37])[O-:38].[CH3:56][CH2:57][O:58][C:59](=[O:60])[CH3:61].[Cs+:39].[Cs+:40].[F:41][c:42]1[cH:43][cH:44][c:45]([CH2:46][Br:47])[cH:48][cH:49]1.[O:50]1[CH2:51][CH2:52][O:53][CH2:54][CH2:55]1>>[C:1]([CH3:2])([CH3:3])([CH3:4])[O:5][C:6]([NH:7][CH2:8][CH2:9][CH2:10][N:11]([CH:12]([CH2:13][CH3:14])[c:15]1[n:16][n:17]2[c:18]([c:19](=[O:21])[n:20]1[CH2:46][c:45]1[cH:44][cH:43][c:42]([F:41])[cH:49][cH:48]1)[cH:22][cH:23][cH:24]2)[C:25]([c:26]1[cH:27][cH:28][c:29]([CH3:32])[cH:30][cH:31]1)=[O:33])=[O:34]. Reactants: CCC(c1nn2cccc2c(=O)[nH]1)N(CCCNC(=O)OC(C)(C)C)C(=O)c1ccc(C)cc1, O=C([O-])[O-], CCOC(C)=O, [Cs+], [Cs+], Fc1ccc(CBr)cc1, C1COCCO1. Product: CCC(c1nn2cccc2c(=O)n1Cc1ccc(F)cc1)N(CCCNC(=O)OC(C)(C)C)C(=O)c1ccc(C)cc1. Reactants: O1CCCC1 (tetrahydrofuran), ClCCl (dichloromethane), N (ammonia), ClCCl (dichloromethane), C(C)(=O)C1=CC(=C(CCl)C=C1)C (4-acetyl-2-methylbenzyl chloride). Conditions: time 2 hour. Yields the product C(C)(=O)C1=CC(=C(C(=O)N)C=C1)C (4-acetyl-2-methylbenzoic acid amide). Reaction SMILES: ClCCl.[NH3:4].[C:5]([C:8]1[CH:15]=[CH:14][C:11]([CH2:12]Cl)=[C:10]([CH3:16])[CH:9]=1)(=[O:7])[CH3:6].[O:17]1CCCC1>>[C:5]([C:8]1[CH:15]=[CH:14][C:11]([C:12]([NH2:4])=[O:17])=[C:10]([CH3:16])[CH:9]=1)(=[O:7])[CH3:6]. Reported procedure: 21 ml of dichloromethane was added to 2 g of concentrated aqueous ammonia, and the mixture was cooled with ice. A dichloromethane (3 ml) solution of 1.39 g of crude 4-acetyl-2-methylbenzyl chloride was added slowly to the mixture, and stirred for 2 hours with ice cooling. 24 ml of tetrahydrofuran was added to the reaction solution, and further stirred for 2 hours at room temperature. Then, large part of the solvent was distilled off under reduced pressure, and the slurry-state reaction solution ... The reactants are NC=1C=CC(=C(C1)[C@]1(N=C(COCC1(F)F)N)C)F ((R)-5-(5-amino-2-fluorophenyl)-6,6-difluoro-5-methyl-2,5,6,7-tetrahydro-1,4-oxazepin-3-amine), FCOC=1N=CC(=NC1)C(=O)O (5-fluoromethoxy-pyrazine-2-carboxylic acid). The product is C(=O)O.NC=1COCC([C@@](N1)(C)C=1C=C(C=CC1F)NC(=O)C1=NC=C(N=C1)OCF)(F)F ((R)-N-(3-(3-Amino-6,6-difluoro-5-methyl-2,5,6,7-tetrahydro-1,4-oxazepin-5-yl)-4-fluorophenyl)-5-(fluoromethoxy)pyrazine-2-carboxamide formate). Reaction SMILES: [NH2:1][C:2]1[CH:3]=[CH:4][C:5]([F:19])=[C:6]([C@:8]2([CH3:18])[C:14]([F:16])([F:15])[CH2:13][O:12][CH2:11][C:10]([NH2:17])=[N:9]2)[CH:7]=1.[F:20][CH2:21][O:22][C:23]1[N:24]=[CH:25][C:26]([C:29]([OH:31])=[O:30])=[N:27][CH:28]=1>>[CH:29]([OH:31])=[O:30].[NH2:17][C:10]1[CH2:11][O:12][CH2:13][C:14]([F:15])([F:16])[C@:8]([C:6]2[CH:7]=[C:2]([NH:1][C:29]([C:26]3[CH:25]=[N:24][C:23]([O:22][CH2:21][F:20])=[CH:28][N:27]=3)=[O:30])[CH:3]=[CH:4][C:5]=2[F:19])([CH3:18])[N:9]=1 |f:2.3|. Procedure: The coupling of (R)-5-(5-amino-2-fluorophenyl)-6,6-difluoro-5-methyl-2,5,6,7-tetrahydro-1,4-oxazepin-3-amine (intermediate A10A) and 5-fluoromethoxy-pyrazine-2-carboxylic acid (prepared according to Suzuki, Y. et al., Int. Patent Application Publ. No. WO2009091016) yielded the title compound as a light brown solid. MS (ISP): m/z=428.3 [M+H]+.